Dataset: the Open Reaction Database (ORD), a public repository of structured organic reaction records. Task: describe an organic reaction: reactants, conditions, products, and yield Starting materials: FC(C(=O)O)(F)F.ClC=1C=C2C=NNC2=C(C1)C(C(=O)OC)OCC1(CCN(CC1)C)C1=CC=C(C=C1)F (methyl 2-(5-chloro-1H-indazol-7-yl)-2-((4-(4-fluorophenyl)-1-methylpiperidin-4-yl)methoxy)acetate trifluoroacetic acid salt), ClC=1C=C2C=NNC2=C(C1)C(C(=O)N(C)C)OCC1(CCN(CC1)C(=O)OC(C)(C)C)C1=CC=C(C=C1)F (tert-butyl 4-((1-(5-chloro-1H-indazol-7-yl)-2-(dimethylamino)-2-oxoethoxy)methyl)-4-(4-fluorophenyl)piperidine-1-carboxylate). The product is FC(C(=O)O)(F)F.ClC=1C=C2C=NNC2=C(C1)C(C(=O)N(C)C)OCC1(CCN(CC1)C)C1=CC=C(C=C1)F (2-(5-Chloro-1H-indazol-7-yl)-2-((4-(4-fluorophenyl)-1-methylpiperidin-4-yl)methoxy)-N,N-dimethylacetamide trifluoroacetic acid salt). Reaction SMILES: [F:1][C:2]([F:7])([F:6])[C:3]([OH:5])=[O:4].ClC1C=C2C(=C(C(OCC3(C4C=CC(F)=CC=4)CCN(C)CC3)C(OC)=O)C=1)NN=C2.[Cl:39][C:40]1[CH:41]=[C:42]2[C:46](=[C:47]([CH:49]([O:55][CH2:56][C:57]3([C:70]4[CH:75]=[CH:74][C:73]([F:76])=[CH:72][CH:71]=4)[CH2:62][CH2:61][N:60]([C:63](OC(C)(C)C)=O)[CH2:59][CH2:58]3)[C:50]([N:52]([CH3:54])[CH3:53])=[O:51])[CH:48]=1)[NH:45][N:44]=[CH:43]2>>[F:1][C:2]([F:7])([F:6])[C:3]([OH:5])=[O:4].[Cl:39][C:40]1[CH:41]=[C:42]2[C:46](=[C:47]([CH:49]([O:55][CH2:56][C:57]3([C:70]4[CH:71]=[CH:72][C:73]([F:76])=[CH:74][CH:75]=4)[CH2:58][CH2:59][N:60]([CH3:63])[CH2:61][CH2:62]3)[C:50]([N:52]([CH3:53])[CH3:54])=[O:51])[CH:48]=1)[NH:45][N:44]=[CH:43]2 |f:0.1,3.4|. Reported procedure: Prepared according to the procedure used to prepare methyl 2-(5-chloro-1H-indazol-7-yl)-2-((4-(4-fluorophenyl)-1-methylpiperidin-4-yl)methoxy)acetate trifluoroacetic acid salt using tert-butyl 4-((1-(5-chloro-1H-indazol-7-yl)-2-(dimethylamino)-2-oxoethoxy)methyl)-4-(4-fluorophenyl)piperidine-1-carboxylate as the starting material. 1H-NMR (CD3OD, 500 MHz) δ 8.53 (m, 0.1H), 8.07 (m, 0.8H), 7.98 (m, 0.1H), 7.81 (m, 0.8H), 7.45 (m, 1.7H), 7.36 (m, 0.5H), 7.29 (m, 0.9H), 7.14 (dd, J=8.9, 8.5 Hz, 1.6H... The reagents and catalysts are [Pd] (palladium on carbon). As a reaction SMILES: [OH:1][CH:2]([CH2:15][N:16]([CH2:24][C:25]1[CH:30]=[CH:29][CH:28]=[CH:27][CH:26]=1)[CH2:17][C:18]1[CH:23]=[CH:22][CH:21]=[CH:20][CH:19]=1)[CH2:3][O:4][C:5]1[C:13]2[NH:12][C:11](=[O:14])[NH:10][C:9]=2[CH:8]=[CH:7][CH:6]=1.C([O-])=O.[NH4+]>CO.[Pd]>[OH:1][C@@H:2]([CH2:15][N:16]([CH2:17][C:18]1[CH:19]=[CH:20][CH:21]=[CH:22][CH:23]=1)[CH2:24][C:25]1[CH:26]=[CH:27][CH:28]=[CH:29][CH:30]=1)[CH2:3][O:4][C:5]1[C:13]2[NH:12][C:11](=[O:14])[NH:10][C:9]=2[CH:8]=[CH:7][CH:6]=1 |f:1.2|. Reactants: OC(COC1=CC=CC=2NC(NC21)=O)CN(CC2=CC=CC=C2)CC2=CC=CC=C2 (4-[2-Hydroxy-3-(N,N dibenzylamino)propoxy]-1,3-dihydro-2H-benzimidazol-2-one), C(=O)[O-].[NH4+] (ammonium formate). The product is O[C@H](COC1=CC=CC=2NC(NC21)=O)CN(CC2=CC=CC=C2)CC2=CC=CC=C2 ((S)-4-[2-Hydroxy-3-(N,N-dibenzylamino)propoxy]-1,3-dihydro-2H-benzimidazol-2-one). Run in CO (methanol). Reported procedure: 4-[2-Hydroxy-3-(N,N dibenzylamino)propoxy]-1,3-dihydro-2H-benzimidazol-2-one (4.35 g, 10.8 mmol) was dissolved in methanol (200 mL) and treated with a vast excess of ammonium formate (13.0 g, 0.21 mol), followed by 10% palladium on carbon (1.5 g). The suspension was stirred at reflux for 3 hours. After cooling the suspension, the reaction mixture was filtered through Celite. The filtrate concentrated in vacuo to a pale brown oil which slowly crystallized upon standing. The resulting solid was tr... Run at temperature 5 celsius, time 0.5 hour. Reaction SMILES: [N+:1]([C:4]1[CH:5]=[C:6]([NH:10][OH:11])[CH:7]=[CH:8][CH:9]=1)([O-:3])=[O:2].C(=O)(O)[O-].[Na+].Cl[C:18]([O:20][CH2:21][CH3:22])=[O:19].O1CCO[CH2:25][CH2:24]1>O>[CH2:24]([CH:21]([CH3:22])[O:20][C:18](=[O:19])[N:10]([C:6]1[CH:7]=[CH:8][CH:9]=[C:4]([N+:1]([O-:3])=[O:2])[CH:5]=1)[OH:11])[CH3:25] |f:1.2|. Solvent: O (water). The product is C(C)C(OC(N(O)C1=CC(=CC=C1)[N+](=O)[O-])=O)C (ethyl (3-nitrophenyl)-N-hydroxyurethane). Reported procedure: A solution of N-(m-nitrophenyl) hydroxylamine (19.0 g.) in dioxane (100 ml.), water (25 ml.) and sodium bicarbonate (11.0 g.) was cooled to 5° C. Ethyl chloroformate (13.3 g; 11.8 ml.) was added to the solution and the mixture stirred at 5° C. for about 1/2 hour. The reaction mixture was poured into ice water (300 ml.) and the precipitate therefrom was removed by filtering and was dried by standing. The solid product was recrystallized from benzene-hexane mixture and dried under vacuum to yield ... The reactants are [N+](=O)([O-])C=1C=C(C=CC1)NO (N-(m-nitrophenyl) hydroxylamine), C([O-])(O)=O.[Na+] (sodium bicarbonate), O1CCOCC1 (dioxane), ice water, ClC(=O)OCC (Ethyl chloroformate). The reactants are C(C1=CC=CC=C1)OC1=C(CCC2=CC=C(C(=N2)Cl)C(=O)OC)C=C(C=C1)Br (methyl 6-[2-benzyloxy-5-bromophenethyl]-2-chloro-3-pyridinecarboxylate), C[O-].[Na+] (sodium methoxide). Run in CO (methanol). Conditions: temperature 140 celsius. Yields the product C(C1=CC=CC=C1)OC1=C(CCC2=CC=C(C(=N2)OC)C(=O)OC)C=C(C=C1)Br (methyl 6-[2-benzyloxy-5-bromophenethyl]-2-methoxy-3-pyridinecarboxylate). Isolated yield 88.9%. As a reaction SMILES: [CH2:1]([O:8][C:9]1[CH:27]=[CH:26][C:25]([Br:28])=[CH:24][C:10]=1[CH2:11][CH2:12][C:13]1[N:18]=[C:17](Cl)[C:16]([C:20]([O:22][CH3:23])=[O:21])=[CH:15][CH:14]=1)[C:2]1[CH:7]=[CH:6][CH:5]=[CH:4][CH:3]=1.[CH3:29][O-:30].[Na+]>CO>[CH2:1]([O:8][C:9]1[CH:27]=[CH:26][C:25]([Br:28])=[CH:24][C:10]=1[CH2:11][CH2:12][C:13]1[N:18]=[C:17]([O:30][CH3:29])[C:16]([C:20]([O:22][CH3:23])=[O:21])=[CH:15][CH:14]=1)[C:2]1[CH:7]=[CH:6][CH:5]=[CH:4][CH:3]=1 |f:1.2|. Reported procedure: A mixture of methyl 6-[2-benzyloxy-5-bromophenethyl]-2-chloro-3-pyridinecarboxylate (7.0 g) and sodium methoxide (2.5 mole equivalents) in methanol was heated at 140° C. for 5 hours in a Carius Tube. The solvent was evaporated and the residue extracted with ethyl acetate and washed with saturated aqueous NH4Cl, water and brine. The organic solution was dried (Na2SO4), filtered and evaporated. The residue was purified by chromatography on 7734 silica gel, eluting with 1% MeOH/CH2Cl2, to give meth... Reactants: CC(=O)C1=CC=C(C=C1)N (4-Aminoacetophenone), ClC(=O)OC(Cl)(Cl)Cl (trichloromethyl chloroformate), C(C)(=O)C=1C=C(N)C=C(C1)C(C)=O (3,5-diacetylaniline). Run in C1(=CC=CC=C1)C (toluene). Reaction conditions: time 16 hour. The product is C(C)(=O)C1=CC=C(C=C1)NC(=O)NC1=CC(=CC(=C1)C(C)=O)C(C)=O (N-(4-acetylphenyl)-N'-(3,5-diacetylphenyl)urea). As a reaction SMILES: [CH3:1][C:2]([C:4]1[CH:9]=[CH:8][C:7]([NH2:10])=[CH:6][CH:5]=1)=[O:3].Cl[C:12](OC(Cl)(Cl)Cl)=[O:13].[C:19]([C:22]1[CH:23]=[C:24]([CH:26]=[C:27]([C:29](=[O:31])[CH3:30])[CH:28]=1)[NH2:25])(=[O:21])[CH3:20]>C1(C)C=CC=CC=1>[C:2]([C:4]1[CH:9]=[CH:8][C:7]([NH:10][C:12]([NH:25][C:24]2[CH:26]=[C:27]([C:29](=[O:31])[CH3:30])[CH:28]=[C:22]([C:19](=[O:21])[CH3:20])[CH:23]=2)=[O:13])=[CH:6][CH:5]=1)(=[O:3])[CH3:1]. Procedure: 4-Aminoacetophenone (1.35 g) in toluene (20 mL) was treated with trichloromethyl chloroformate (1.2 mL). The mixture was heated at reflux for 2 hr. 3,5-diacetylaniline (1.77 g) was added and the mixture was heated at reflux for 1 hr then allowed to stand 16 hr at room temp. The product was filtered off and washed with ethanol and dried to give 0.93 g of N-(4-acetylphenyl)-N'-(3,5-diacetylphenyl)urea, mp 251°-2° C. The reactants are CC(C)(C)C(=O)Cl, C1CCOC1, CCOC(C)=O, NCc1ccc(F)c(N)c1F. Product: CC(C)(C)C(=O)NCc1ccc(F)c(N)c1F. As a reaction SMILES: [C:12]([C:13]([CH3:14])([CH3:15])[CH3:16])(=[O:17])[Cl:18].[CH2:19]1[O:20][CH2:21][CH2:22][CH2:23]1.[CH3:24][CH2:25][O:26][C:27]([CH3:28])=[O:29].[NH2:1][c:2]1[c:3]([F:11])[c:4]([CH2:5][NH2:6])[cH:7][cH:8][c:9]1[F:10]>>[NH2:1][c:2]1[c:3]([F:11])[c:4]([CH2:5][NH:6][C:12]([C:13]([CH3:14])([CH3:15])[CH3:16])=[O:17])[cH:7][cH:8][c:9]1[F:10]. The reactants are CS(=O)(=O)OCCCC1=CC(=C(C=C1)OCC1=CC=CC=C1)OC (3-(4-benzyloxy-3-methoxyphenyl)propyl methanesulfonate), N1C=NC=C1 (imidazole). Yields the product C(C1=CC=CC=C1)OC1=C(C=C(C=C1)CCCN1C=NC=C1)OC (1-[3-(4-benzyloxy-3-methoxyphenyl)propyl]imidazole). Isolated yield 57.0%. RXN SMILES: CS(O[CH2:6][CH2:7][CH2:8][C:9]1[CH:14]=[CH:13][C:12]([O:15][CH2:16][C:17]2[CH:22]=[CH:21][CH:20]=[CH:19][CH:18]=2)=[C:11]([O:23][CH3:24])[CH:10]=1)(=O)=O.[NH:25]1[CH:29]=[CH:28][N:27]=[CH:26]1>>[CH2:16]([O:15][C:12]1[CH:13]=[CH:14][C:9]([CH2:8][CH2:7][CH2:6][N:25]2[CH:29]=[CH:28][N:27]=[CH:26]2)=[CH:10][C:11]=1[O:23][CH3:24])[C:17]1[CH:22]=[CH:21][CH:20]=[CH:19][CH:18]=1. Procedure: In substantially the same manner as in Reference Example 88, 3-(4-benzyloxy-3-methoxyphenyl)propyl methanesulfonate was reacted with imidazole to obtain 1-[3-(4-benzyloxy-3-methoxyphenyl)propyl]imidazole as an oil. The yield was 57%.